From a dataset of the Open Reaction Database (ORD), a public repository of structured organic reaction records. describe an organic reaction: reactants, conditions, products, and yield Reactants: C1(=CC=CC=C1)C(C1=CC=2C(=CN=CC2)N1)=NOC1CN(CC1)C(=O)OC(C)(C)C (tert-butyl 3-[[[phenyl(1H-pyrrolo[2,3-c]pyridin-2-yl)methylene]amino]oxy]pyrrolidine-1-carboxylate), FC(C(=O)O)(F)F.C(Cl)Cl (trifluoroacetic acid CH2Cl2). The product is Cl.Cl.N1CC(CC1)ON=C(C1=CC=2C(=CN=CC2)N1)C1=CC=CC=C1 (Phenyl (1H-pyrrolo[2,3-c]pyridin-2-yl)methanone O-pyrrolidin-3-yloxime dihydrochloride). Isolated yield 33.0%. Reaction SMILES: [C:1]1([C:7](=[N:17][O:18][CH:19]2[CH2:23][CH2:22][N:21](C(OC(C)(C)C)=O)[CH2:20]2)[C:8]2[NH:16][C:11]3=[CH:12][N:13]=[CH:14][CH:15]=[C:10]3[CH:9]=2)[CH:6]=[CH:5][CH:4]=[CH:3][CH:2]=1.FC(F)(F)C(O)=O.C(Cl)[Cl:39]>>[ClH:39].[ClH:39].[NH:21]1[CH2:22][CH2:23][CH:19]([O:18][N:17]=[C:7]([C:1]2[CH:6]=[CH:5][CH:4]=[CH:3][CH:2]=2)[C:8]2[NH:16][C:11]3=[CH:12][N:13]=[CH:14][CH:15]=[C:10]3[CH:9]=2)[CH2:20]1 |f:1.2,3.4.5|. Procedure details: Phenyl (1H-pyrrolo[2,3-c]pyridin-2-yl)methanone O-pyrrolidin-3-yloxime dihydrochloride (12.3 mg, 33%) was prepared as an off-white amorphous solid from tert-butyl 3-[[[phenyl (1H-pyrrolo[2,3-c]pyridin-2-yl)methylene]amino]oxy]pyrrolidine-1-carboxylate (Example 90) following the procedure described for Example 77, except 1:1 trifluoroacetic acid/CH2Cl2 was used: 1H NMR (500 MHz, CD3OD) major isomer δ 0.94-0.92 (1H, m), 2.33-2.35 (1H, m), 3.26-3.27 (1H, m), 3.33-3.34 (1H, m), 3.45-3.46 (1H, m), 3.... Starting materials: BrC=1C(N(C=C(N1)Br)[C@H](CC)COC)=O (3,5-dibromo-1-[(1R)-1-(methoxymethyl)propyl]-2(1H)-pyrazinone), Cl.COC=1C=C2CCNC2=C(C1)C (5-methoxy-7-methylindoline hydrochloride). The product is BrC=1N=C(C(N(C1)[C@H](CC)COC)=O)N1CCC2=CC(=CC(=C12)C)OC (5-Bromo-3-(5-methoxy-7-methyl-2,3-dihydro-1H-indol-1-yl)-1-[(1R)-1-(methoxymethyl)propyl]-2(1H)-pyrazinone). Reaction SMILES: Br[C:2]1[C:3](=[O:15])[N:4]([C@@H:9]([CH2:12][O:13][CH3:14])[CH2:10][CH3:11])[CH:5]=[C:6]([Br:8])[N:7]=1.Cl.[CH3:17][O:18][C:19]1[CH:20]=[C:21]2[C:25](=[C:26]([CH3:28])[CH:27]=1)[NH:24][CH2:23][CH2:22]2>>[Br:8][C:6]1[N:7]=[C:2]([N:24]2[C:25]3[C:21](=[CH:20][C:19]([O:18][CH3:17])=[CH:27][C:26]=3[CH3:28])[CH2:22][CH2:23]2)[C:3](=[O:15])[N:4]([C@@H:9]([CH2:12][O:13][CH3:14])[CH2:10][CH3:11])[CH:5]=1 |f:1.2|. Reported procedure: Prepared in a similar fashion as described for Example 413 using 3,5-dibromo-1-[(1R)-1-(methoxymethyl)propyl]-2(1H)-pyrazinone and 5-methoxy-7-methylindoline hydrochloride as the starting materials. mp 116–118° C.; 1H NMR (300 MHz, CDCl3): δ 6.98 (s, 1 H), 6.67 (s, 1 H), 6.58 (d, J=2.2 Hz, 1 H), 4.97–4.95 (m, 1 H), 4.38 (t, J=7.9 Hz, 2 H), 3.79 (s, 3 H), 3.66 (dd, J=10.6, 5.9 Hz, 1 H), 3.56 (dd, J=10.6, 3.6 Hz, 1 H), 3.36 (s, 3 H), 3.04 (t, J=7.9 Hz, 2 H), 2.06 (s, 3 H), 1.92–1.72 (m, 2 H), 0.94... The reactants are ClC1=NN=C(C2=CC=C(C=C12)F)C1=CC=C(C=C1)F (1-chloro-7-fluoro-4-(4-fluorophenyl)phthalazine), NC1CCN(CC1)CC1=CC2=CC=CC=C2C=C1 (4-amino-1-(naphthalen-2-ylmethyl)piperidine). Yields the product FC1=CC=C2C(=NN=C(C2=C1)NC1CCN(CC1)CC1=CC2=CC=CC=C2C=C1)C1=CC=C(C=C1)F (7-Fluoro-4-(4-fluorophenyl)-N-[1-(naphthalen-2-ylmethyl)piperidin-4-yl]phthalazin-1-amine). As a reaction SMILES: Cl[C:2]1[C:11]2[C:6](=[CH:7][CH:8]=[C:9]([F:12])[CH:10]=2)[C:5]([C:13]2[CH:18]=[CH:17][C:16]([F:19])=[CH:15][CH:14]=2)=[N:4][N:3]=1.[NH2:20][CH:21]1[CH2:26][CH2:25][N:24]([CH2:27][C:28]2[CH:37]=[CH:36][C:35]3[C:30](=[CH:31][CH:32]=[CH:33][CH:34]=3)[CH:29]=2)[CH2:23][CH2:22]1>>[F:12][C:9]1[CH:10]=[C:11]2[C:6]([C:5]([C:13]3[CH:18]=[CH:17][C:16]([F:19])=[CH:15][CH:14]=3)=[N:4][N:3]=[C:2]2[NH:20][CH:21]2[CH2:22][CH2:23][N:24]([CH2:27][C:28]3[CH:37]=[CH:36][C:35]4[C:30](=[CH:31][CH:32]=[CH:33][CH:34]=4)[CH:29]=3)[CH2:25][CH2:26]2)=[CH:7][CH:8]=1. Procedure: This compound is obtained according to the procedure described in 1.4. by reacting 1-chloro-7-fluoro-4-(4-fluorophenyl)phthalazine with 4-amino-1-(naphthalen-2-ylmethyl)piperidine. Starting materials: BrCCOCCBr, NCc1ccc(-c2c[nH]nc2-c2c[nH]c(C(=O)NC(CO)c3ccc(F)c(Cl)c3)c2)cc1Cl, CN(C)C=O. Product: O=C(NC(CO)c1ccc(F)c(Cl)c1)c1cc(-c2n[nH]cc2-c2ccc(CN3CCOCC3)c(Cl)c2)c[nH]1. Reaction SMILES: [Br:34][CH2:35][CH2:36][O:37][CH2:38][CH2:39][Br:40].[Cl:1][c:2]1[cH:3][c:4]([CH:9]([CH2:10][OH:11])[NH:12][C:13](=[O:14])[c:15]2[nH:16][cH:17][c:18](-[c:20]3[n:21][nH:22][cH:23][c:24]3-[c:25]3[cH:26][c:27]([Cl:33])[c:28]([CH2:31][NH2:32])[cH:29][cH:30]3)[cH:19]2)[cH:5][cH:6][c:7]1[F:8].[O:41]=[CH:42][N:43]([CH3:44])[CH3:45]>>[Cl:1][c:2]1[cH:3][c:4]([CH:9]([CH2:10][OH:11])[NH:12][C:13](=[O:14])[c:15]2[nH:16][cH:17][c:18](-[c:20]3[n:21][nH:22][cH:23][c:24]3-[c:25]3[cH:26][c:27]([Cl:33])[c:28]([CH2:31][N:32]4[CH2:35][CH2:36][O:37][CH2:38][CH2:39]4)[cH:29][cH:30]3)[cH:19]2)[cH:5][cH:6][c:7]1[F:8].